This data is from the Open Reaction Database (ORD), a public repository of structured organic reaction records. The task is: describe an organic reaction: reactants, conditions, products, and yield Reactants: C(C)(C)(C)OC(=O)NC1=CC=C(C=C1)O (4-[N-(tert-butoxycarbonyl)amino]phenol), C([O-])([O-])=O.[Cs+].[Cs+] (cesium carbonate), C1(CCC1)Br (cyclobutyl bromide). Solvent: CN(C)C=O (DMF). Run at time 3 day. The product is C1(CCC1)OC1=CC=C(C=C1)NC(OC(C)(C)C)=O (tert-Butyl [4-(cyclobutyloxy)phenyl]carbamate). Isolated yield 41.0%. RXN SMILES: [C:1]([O:5][C:6]([NH:8][C:9]1[CH:14]=[CH:13][C:12]([OH:15])=[CH:11][CH:10]=1)=[O:7])([CH3:4])([CH3:3])[CH3:2].C(=O)([O-])[O-].[Cs+].[Cs+].[CH:22]1(Br)[CH2:25][CH2:24][CH2:23]1>CN(C=O)C>[CH:22]1([O:15][C:12]2[CH:11]=[CH:10][C:9]([NH:8][C:6](=[O:7])[O:5][C:1]([CH3:4])([CH3:2])[CH3:3])=[CH:14][CH:13]=2)[CH2:25][CH2:24][CH2:23]1 |f:1.2.3|. Reported procedure: To a stirred solution of 4-[N-(tert-butoxycarbonyl)amino]phenol (3.1 g, 14.81 mmol) in DMF (40 mL) was added cesium carbonate (12.1 g, 37.02 mmol) and cyclobutyl bromide (2.0 g, 14.81 mmol). The reaction mixture was stirred at r.t. for 3 days, and then at 60° C. for 19 h. The reaction mixture was cooled to r.t., filtered and partitioned between water (50 mL) and Et2O (100 mL). The layers were separated, and the aqueous fraction was further extracted with Et2O (3×50 mL). The combined organic frac... Starting materials: CCO, C=CCn1ncc(SC)nc1=O, Cl. Product: C=CCn1ncc(=O)[nH]c1=O. As a reaction SMILES: [CH2:14]([CH3:15])[OH:16].[CH2:1]([CH:2]=[CH2:3])[n:4]1[n:5][cH:6][c:7]([S:11][CH3:12])[n:8][c:9]1=[O:10].[ClH:13]>>[CH2:1]([CH:2]=[CH2:3])[n:4]1[n:5][cH:6][c:7](=[O:16])[nH:8][c:9]1=[O:10].